From a dataset of the Open Reaction Database (ORD), a public repository of structured organic reaction records. describe an organic reaction: reactants, conditions, products, and yield The reactants are BrC1=CC=C(S1)/C(=C/CCC(=O)OCC)/C (ethyl (E)-5-(5-bromo-2-thienyl)-4-hexenoate), C(C)OCC (ethyl ether), C(C)[Mg]Cl (ethylmagnesium chloride). Conditions: time 30 minute. Product: BrC1=CC=C(S1)/C(=C/CCC(CC)(O)CC)/C ((E)-7-(5-Bromo-2-thienyl)-3-ethyloct-6-en-3-ol). RXN SMILES: [Br:1][C:2]1[S:6][C:5](/[C:7](/[CH3:16])=[CH:8]/[CH2:9][CH2:10][C:11]([O:13]CC)=O)=[CH:4][CH:3]=1.[CH2:17]([Mg]Cl)[CH3:18].[CH2:21](OCC)[CH3:22]>>[Br:1][C:2]1[S:6][C:5](/[C:7](/[CH3:16])=[CH:8]/[CH2:9][CH2:10][C:11]([CH2:17][CH3:18])([OH:13])[CH2:21][CH3:22])=[CH:4][CH:3]=1. Reported procedure: 3.3 g of ethyl (E)-5-(5-bromo-2-thienyl)-4-hexenoate (10.9 mmol) are dissolved in 50 mL of ethyl ether. 22 mL of 2.0 M ethylmagnesium chloride solution (44 mmol) are then added dropwise and the reaction medium is stirred at room temperature for 30 minutes. After treatment with saturated ammonium chloride solution, extraction with ethyl ether and then drying and evaporation of the solvents from the organic phase, the residue obtained is purified by chromatography on a column of silica. A colourle... Starting materials: [OH-].[Na+] (sodium hydroxide), Cl.CN(C)CCCC1CC2=CC=C(C=C2CC1)OC (2-[3-(N,N-Dimethylamino)propyl]-6-methoxytetralin hydrochloride), C([O-])([O-])=O.[K+].[K+] (potassium carbonate). Solvent: Br (hydrobromic acid). The product is Cl.CN(C)CCCC1CC2=CC=C(C=C2CC1)O (2-[3-(N,N-Dimethylamino)propyl]-6-hydroxytetralin Hydrochloride). The yield is 58.4%. RXN SMILES: [ClH:1].[CH3:2][N:3]([CH2:5][CH2:6][CH2:7][CH:8]1[CH2:17][CH2:16][C:15]2[C:10](=[CH:11][CH:12]=[C:13]([O:18]C)[CH:14]=2)[CH2:9]1)[CH3:4].[OH-].[Na+].C(=O)([O-])[O-].[K+].[K+]>Br>[ClH:1].[CH3:2][N:3]([CH2:5][CH2:6][CH2:7][CH:8]1[CH2:17][CH2:16][C:15]2[C:10](=[CH:11][CH:12]=[C:13]([OH:18])[CH:14]=2)[CH2:9]1)[CH3:4] |f:0.1,2.3,4.5.6,8.9|. Reported procedure: 2-[3-(N,N-Dimethylamino)propyl]-6-methoxytetralin hydrochloride (3.6 g) was added to 48% hydrobromic acid (20 ml), and the reaction mixture was heated under reflux for 3 hours, and then left cooled. This was neutralized with an aqueous solution of 1 N sodium hydroxide, and an aqueous solution of 10% potassium carbonate was added thereto, which was then extracted with ethyl acetate. The organic layer was washed with a saturated aqueous sodium chloride solution, then dried, and concentrated. The r... Reactants: 36b, C(C)OC(C(CC=1C=C2C=C(NC2=CC1)C)OCC)=O (rac-2-ethoxy-3-(2-methyl-1H-indol-5-yl)-propionic acid ethyl ester), ClCC=1N=C(OC1C)C1=CC=C(C=C1)C(F)(F)F (4-chloromethyl-5-methyl-2-(4-trifluoromethyl-phenyl)-oxazole). The product is C(C)OC(C(CC=1C=C2C=C(N(C2=CC1)CC=1N=C(OC1C)C1=CC=C(C=C1)C(F)(F)F)C)OCC)=O (rac-2-ethoxy-3-{2-methyl-1-[5-methyl-2-(4-trifluoromethyl-phenyl)-oxazol-4-ylmethyl]-1H-indol-5-yl}-propionic acid ethyl ester). As a reaction SMILES: [CH2:1]([O:3][C:4](=[O:20])[CH:5]([O:17][CH2:18][CH3:19])[CH2:6][C:7]1[CH:8]=[C:9]2[C:13](=[CH:14][CH:15]=1)[NH:12][C:11]([CH3:16])=[CH:10]2)[CH3:2].Cl[CH2:22][C:23]1[N:24]=[C:25]([C:29]2[CH:34]=[CH:33][C:32]([C:35]([F:38])([F:37])[F:36])=[CH:31][CH:30]=2)[O:26][C:27]=1[CH3:28]>>[CH2:1]([O:3][C:4](=[O:20])[CH:5]([O:17][CH2:18][CH3:19])[CH2:6][C:7]1[CH:8]=[C:9]2[C:13](=[CH:14][CH:15]=1)[N:12]([CH2:22][C:23]1[N:24]=[C:25]([C:29]3[CH:30]=[CH:31][C:32]([C:35]([F:38])([F:37])[F:36])=[CH:33][CH:34]=3)[O:26][C:27]=1[CH3:28])[C:11]([CH3:16])=[CH:10]2)[CH3:2]. Reported procedure: In analogy to the procedures described in examples 36a) and 36b), rac-2-ethoxy-3-(2-methyl-1H-indol-5-yl)-propionic acid ethyl ester (preparation 5) was reacted with 4-chloromethyl-5-methyl-2-(4-trifluoromethyl-phenyl)-oxazole to give rac-2-ethoxy-3-{2-methyl-1-[5-methyl-2-(4-trifluoromethyl-phenyl)-oxazol-4-ylmethyl]-1H-indol-5-yl}-propionic acid ethyl ester, which was subsequently saponified to yield the title compound as colorless oil. Starting materials: COC=1C=C(C=C(C1OC)OC)[C@@H]2C=3C=C4C(=CC3[C@@H]([C@@H]5[C@H]2C(=O)OC5)O)OCO4 (picropodophyllotoxin), [Si](C)(C)(C(C)(C)C)O[Si](C)(C)C(C)(C)C (t-butyldimethylsilyl ether). Product: COC=1C=C(C=C(C1OC)OC)[C@@H]2C=3C=C4C(=CC3[C@@H]([C@@H]5[C@@H]2C(=O)OC5)O)OCO4 (podophyllotoxin), COC=1C=C(C=C(C1OC)OC)[C@@H]2C=3C=C4C(=CC3[C@@H]([C@@H]5[C@H]2C(=O)OC5)O)OCO4 (picropodophyllotoxin). The yield is 34.0%. As a reaction SMILES: [CH3:1][O:2][C:3]1[CH:4]=[C:5]([C@H:13]2[C@@H:22]3[C:23]([O:25][CH2:26][C@@H:21]3[C@@H:20]([OH:27])[C:19]3[CH:18]=[C:17]4[O:28][CH2:29][O:30][C:16]4=[CH:15][C:14]2=3)=[O:24])[CH:6]=[C:7]([O:11][CH3:12])[C:8]=1[O:9][CH3:10].[Si](O[Si](C(C)(C)C)(C)C)(C(C)(C)C)(C)C>>[CH3:12][O:11][C:7]1[CH:6]=[C:5]([C@H:13]2[C@H:22]3[C:23]([O:25][CH2:26][C@@H:21]3[C@@H:20]([OH:27])[C:19]3[CH:18]=[C:17]4[O:28][CH2:29][O:30][C:16]4=[CH:15][C:14]2=3)=[O:24])[CH:4]=[C:3]([O:2][CH3:1])[C:8]=1[O:9][CH3:10].[CH3:12][O:11][C:7]1[CH:6]=[C:5]([C@H:13]2[C@@H:22]3[C:23]([O:25][CH2:26][C@@H:21]3[C@@H:20]([OH:27])[C:19]3[CH:18]=[C:17]4[O:28][CH2:29][O:30][C:16]4=[CH:15][C:14]2=3)=[O:24])[CH:4]=[C:3]([O:2][CH3:1])[C:8]=1[O:9][CH3:10]. Procedure details: In an improvement of the Gensler epimerization, picropodophyllotoxin was converted to the t-butyldimethylsilyl ether. Formation of the enolate with LDA, irreversible quenching with pyridine hydrochloride followed by desilylation afforded 36% podophyllotoxin and 34% picropodophyllotoxin. The reactants are [Br-], C=O, CCCC[N+](CCCC)(CCCC)CCCC, Cc1ccc2c(c1)OCO2, ClCCl, Cl. Yields the product Cc1cc2c(cc1CCl)OCO2. Reaction SMILES: [Br-:17].[CH2:11]=[O:12].[CH3:18][CH2:19][CH2:20][CH2:21][N+:22]([CH2:23][CH2:24][CH2:25][CH3:26])([CH2:27][CH2:28][CH2:29][CH3:30])[CH2:31][CH2:32][CH2:33][CH3:34].[CH3:1][c:2]1[cH:3][c:4]2[c:5]([cH:9][cH:10]1)[O:6][CH2:7][O:8]2.[Cl:14][CH2:15][Cl:16].[ClH:13]>>[CH3:1][c:2]1[cH:3][c:4]2[c:5]([cH:9][c:10]1[CH2:15][Cl:16])[O:6][CH2:7][O:8]2. The reactants are C1(=CC=C(C=C1)S(=O)(=O)N[C@@H](CC(C)C)C(=O)O)C (N-p-toluenesulfonyl-(L)-leucine), C(C1=CC=CC=C1)CC(C)=O (benzylacetone), C(C1=CC=CC=C1)N (benzylamine), O.C1(=CC=C(C=C1)S(=O)(=O)O)C (p-toluenesulfonic acid hydrate), C(C)(=O)N[C@@H](CC(C)C)C(=O)O (N-acetyl-(L)-leucine). Run in C(C)O (ethanol), C1=CC=CC=C1 (benzene), C(C)O (ethanol). Product: C(C1=CC=CC=C1)N[C@@H](CCC1=CC=CC=C1)C ((R)-(+)-N-Benzyl-1-methyl-3-phenylpropylamine). As a reaction SMILES: [CH2:1]([CH2:8][C:9](=O)[CH3:10])[C:2]1[CH:7]=[CH:6][CH:5]=[CH:4][CH:3]=1.[CH2:12]([NH2:19])[C:13]1[CH:18]=[CH:17][CH:16]=[CH:15][CH:14]=1.O.C1(C)C=CC(S(O)(=O)=O)=CC=1.C1(C)C=CC(S(N[C@H](C(O)=O)CC(C)C)(=O)=O)=CC=1.C(N[C@H](C(O)=O)CC(C)C)(=O)C>C1C=CC=CC=1.C(O)C>[CH2:12]([NH:19][C@H:9]([CH3:10])[CH2:8][CH2:1][C:2]1[CH:7]=[CH:6][CH:5]=[CH:4][CH:3]=1)[C:13]1[CH:18]=[CH:17][CH:16]=[CH:15][CH:14]=1 |f:2.3|. Procedure: In an apparatus fitted with a Dean Stark trap, reflux a solution of 1.0 kg (6.75 mol) of benzylacetone, 725 g (6.75 mol) of benzylamine and 5.0 g of p-toluenesulfonic acid hydrate in 7 liters of benzene for 14 hours. Remove the solvent in vacuo, and dissolve the residue in 6.5 liters of methanol. With cooling and stirring, carefully add 125 g of NaBH4 and stir the mixture for 16 hours at room temperature. Remove the methanol in vacuo, and add 2 liters water and 4 liters benzene, and extract the ... Starting materials: Cl.N1CC=C(CC1)C1=C(C=C(C=C1)N1C(O[C@H](C1)CN1N=NC=C1)=O)F ((5R)-3-(4-(1,2,5,6-Tetrahydropyridin-4-yl)-3-fluorophenyl)-5-(1,2,3-triazol-1-ylmethyl)-oxazolidin-2-one hydrochloride), ClCCCS(=O)(=O)Cl (3-chloropropylsulfonyl chloride). Product: ClCCCS(=O)(=O)N1CC=C(CC1)C1=C(C=C(C=C1)N1C(O[C@H](C1)CN1N=NC=C1)=O)F ((5R)-3-(4-(1-(3-Chloropropyl)sulfonyl-1,2,5,6-tetrahydropyridin-4-yl)-3-fluorophenyl)-5-(1,2,3-triazol-1-ylmethyl)oxazolidin-2-one). As a reaction SMILES: Cl.[NH:2]1[CH2:7][CH2:6][C:5]([C:8]2[CH:13]=[CH:12][C:11]([N:14]3[CH2:18][C@H:17]([CH2:19][N:20]4[CH:24]=[CH:23][N:22]=[N:21]4)[O:16][C:15]3=[O:25])=[CH:10][C:9]=2[F:26])=[CH:4][CH2:3]1.[Cl:27][CH2:28][CH2:29][CH2:30][S:31](Cl)(=[O:33])=[O:32]>>[Cl:27][CH2:28][CH2:29][CH2:30][S:31]([N:2]1[CH2:7][CH2:6][C:5]([C:8]2[CH:13]=[CH:12][C:11]([N:14]3[CH2:18][C@H:17]([CH2:19][N:20]4[CH:24]=[CH:23][N:22]=[N:21]4)[O:16][C:15]3=[O:25])=[CH:10][C:9]=2[F:26])=[CH:4][CH2:3]1)(=[O:33])=[O:32] |f:0.1|. Reported procedure: (5R)-3-(4-(1,2,5,6-Tetrahydropyridin-4-yl)-3-fluorophenyl)-5-(1,2,3-triazol-1-ylmethyl)-oxazolidin-2-one hydrochloride (380 mg, 1 mM) was treated with 3-chloropropylsulfonyl chloride essentially as in Example 76. After the reaction, the precipitate was filtered, washed with water (10 ml), diethyl ether (2×10 ml), and dried to give the desired product (245 mg).